From a dataset of the Open Reaction Database (ORD), a public repository of structured organic reaction records. describe an organic reaction: reactants, conditions, products, and yield Starting materials: O=C([O-])[O-], CCOC(C)=O, CCOC(=O)C1CCCCN1S(=O)(=O)CCCCl, [I-], [K+], [K+], [Na+], CN(C)C=O, N#Cc1cccc(O)c1. Product: CCOC(=O)C1CCCCN1S(=O)(=O)CCCOc1cccc(C#N)c1. RXN SMILES: [C:28](=[O:29])([O-:30])[O-:31].[CH3:41][CH2:42][O:43][C:44](=[O:45])[CH3:46].[Cl:1][CH2:2][CH2:3][CH2:4][S:5](=[O:6])(=[O:7])[N:8]1[CH:9]([C:14](=[O:15])[O:16][CH2:17][CH3:18])[CH2:10][CH2:11][CH2:12][CH2:13]1.[I-:35].[K+:32].[K+:33].[Na+:34].[O:36]=[CH:37][N:38]([CH3:39])[CH3:40].[OH:19][c:20]1[cH:21][c:22]([C:23]#[N:24])[cH:25][cH:26][cH:27]1>>[CH2:2]([CH2:3][CH2:4][S:5](=[O:6])(=[O:7])[N:8]1[CH:9]([C:14](=[O:15])[O:16][CH2:17][CH3:18])[CH2:10][CH2:11][CH2:12][CH2:13]1)[O:19][c:20]1[cH:21][c:22]([C:23]#[N:24])[cH:25][cH:26][cH:27]1. The product is C(CCC)C=1N(C(=C(N1)Cl)C=O)CC1=CC=C(C=C1)C1=C(C=CC=C1)C1=NN=NN1C(C1=CC=CC=C1)(C1=CC=CC=C1)C1=CC=CC=C1 (2-Butyl-4-chloro-1-[[2'-[1-(triphenylmethyl)-1H-tetrazol-5-yl][1,1'-biphenyl]-4-yl]methyl]-1H-imidazole-5-carboxaldehyde). The reactants are C(CCC)C=1N(C(=C(N1)Cl)CO)CC1=CC=C(C=C1)C1=C(C=CC=C1)C1=NN=NN1C(C1=CC=CC=C1)(C1=CC=CC=C1)C1=CC=CC=C1 (2-Butyl-4-chloro-1-[[2'-[1-(triphenylmethyl)-1H-tetrazol-5-yl][1,1'-biphenyl]-4-yl]methyl]-1H-imidazole-5-methanol). Reaction conditions: time 2 hour. Reported procedure: A suspension of 0.765 g of the product of Example 1 in 20 ml of 1,2-dichloroethane is sonicated under argon for 18 hours with 0.517 g of manganese dioxide. An additional 2 g of manganese dioxide is added and sonication continued for 2 hours. The reaction reaction mixture is filtered through diatomaceous earth which is washed with 500 ml of methylene chloride. The filtrate is concentrated in vacuo to give 0.696 g of the desired product as a solid. FAB MASS SPEC 685(M+Na). The reagents and catalysts are [O-2].[O-2].[Mn+4] (manganese dioxide), [O-2].[O-2].[Mn+4] (manganese dioxide). Solvent: ClCCCl (1,2-dichloroethane). Yield: 91.3%. Reaction SMILES: [CH2:1]([C:5]1[N:6]([CH2:13][C:14]2[CH:19]=[CH:18][C:17]([C:20]3[CH:25]=[CH:24][CH:23]=[CH:22][C:21]=3[C:26]3[N:30]([C:31]([C:44]4[CH:49]=[CH:48][CH:47]=[CH:46][CH:45]=4)([C:38]4[CH:43]=[CH:42][CH:41]=[CH:40][CH:39]=4)[C:32]4[CH:37]=[CH:36][CH:35]=[CH:34][CH:33]=4)[N:29]=[N:28][N:27]=3)=[CH:16][CH:15]=2)[C:7]([CH2:11][OH:12])=[C:8]([Cl:10])[N:9]=1)[CH2:2][CH2:3][CH3:4]>ClCCCl.[O-2].[O-2].[Mn+4]>[CH2:1]([C:5]1[N:6]([CH2:13][C:14]2[CH:15]=[CH:16][C:17]([C:20]3[CH:25]=[CH:24][CH:23]=[CH:22][C:21]=3[C:26]3[N:30]([C:31]([C:32]4[CH:37]=[CH:36][CH:35]=[CH:34][CH:33]=4)([C:44]4[CH:45]=[CH:46][CH:47]=[CH:48][CH:49]=4)[C:38]4[CH:39]=[CH:40][CH:41]=[CH:42][CH:43]=4)[N:29]=[N:28][N:27]=3)=[CH:18][CH:19]=2)[C:7]([CH:11]=[O:12])=[C:8]([Cl:10])[N:9]=1)[CH2:2][CH2:3][CH3:4] |f:2.3.4|. Reactants: C(C1=CC=CC=C1)(=O)C(CC(=O)O)Br (3-benzoyl-3-bromo propionic acid), CN1C(NCN(C1)C)=S (1,5-dimethyl-3,4,5,6-tetrahydro-s-triazin-2(1H)thione). The solvent is CO (methanol), solvent. The product is C(C)(C)[O-].[Br-].C(=O)(O)CC1C(N2C(=[N+](CN(C2)C)C)S1)(C1=CC=CC=C1)O.C(=O)(O)CC1C(N2C(=[N+](CN(C2)C)C)S1)(O)C1=CC=CC=C1 (7-carboxymethyl-1,3-dimethyl-6-hydroxy-6-phenyl-3,4,5,7-tetrahydro-2H-thiazolo[3,2-a]-s-triazinium bromide isopropanolate). Yield: 153.9%. As a reaction SMILES: [C:1]([CH:9]([Br:14])[CH2:10][C:11]([OH:13])=[O:12])(=[O:8])[C:2]1[CH:7]=[CH:6][CH:5]=[CH:4][CH:3]=1.[CH3:15][N:16]1[CH2:21][N:20]([CH3:22])[CH2:19][NH:18][C:17]1=[S:23]>CO>[CH:1]([O-:8])([CH3:9])[CH3:2].[Br-:14].[C:11]([CH2:10][CH:9]1[S:23][C:17]2=[N+:16]([CH3:15])[CH2:21][N:20]([CH3:22])[CH2:19][N:18]2[C:1]1([OH:8])[C:2]1[CH:7]=[CH:6][CH:5]=[CH:4][CH:3]=1)([OH:13])=[O:12].[C:11]([CH2:10][CH:9]1[S:23][C:17]2=[N+:16]([CH3:15])[CH2:21][N:20]([CH3:22])[CH2:19][N:18]2[C:1]1([C:2]1[CH:7]=[CH:6][CH:5]=[CH:4][CH:3]=1)[OH:8])([OH:13])=[O:12] |f:3.4.5.6|. Procedure details: A solution of 3-benzoyl-3-bromo propionic acid (6.4 g, 0.025 moles) in methanol (40 ml) was mixed with a solution of 1,5-dimethyl-3,4,5,6-tetrahydro-s-triazin-2(1H)thione (3.625 g, 0.025 mole) in the same solvent (100 ml). After 2 hours at room temperature the solvent was evaporated to give a foam which was crystallised from isopropanol to give 7-carboxymethyl-1,3-dimethyl-6-hydroxy-6-phenyl-3,4,5,7-tetrahydro-2H-thiazolo[3,2-a]-s-triazinium bromide isopropanolate (10.05 g,), m.p. 154°-155° C. (... Reactants: COC(=O)c1c(F)cc(C#N)cc1Cl, [I-], [Li+], c1ccncc1. The product is N#Cc1cc(F)c(C(=O)O)c(Cl)c1. As a reaction SMILES: [Cl:1][c:2]1[c:3]([C:4](=[O:5])[O:6][CH3:7])[c:8]([F:14])[cH:9][c:10]([C:12]#[N:13])[cH:11]1.[I-:15].[Li+:16].[cH:17]1[cH:18][cH:19][n:20][cH:21][cH:22]1>>[Cl:1][c:2]1[c:3]([C:4](=[O:5])[OH:6])[c:8]([F:14])[cH:9][c:10]([C:12]#[N:13])[cH:11]1.